Dataset: the Open Reaction Database (ORD), a public repository of structured organic reaction records. Task: describe an organic reaction: reactants, conditions, products, and yield Reactants: [Li]CCCC (n-BuLi), C(C)(C)(C)OC(=O)N1CC(CC1)C(N(C)OC)=O (3-(methoxy-methyl-carbamoyl)-pyrrolidine-1-carboxylic acid tert-butyl ester), BrC1=NC=C(C=C1)Br (2,5-dibromopyridine). Solvent: C1(=CC=CC=C1)C (toluene), C1(=CC=CC=C1)C (toluene). Run at temperature -80 celsius, time 2 hour. The product is C(C)(C)(C)OC(=O)N1CC(CC1)C(=O)C1=NC=C(C=C1)Br ((±)-3-(5-Bromo-pyridine-2-carbonyl)-pyrrolidine-1-carboxylic acid tert-butyl ester). The yield is 40.9%. Reaction SMILES: [Li]CCCC.Br[C:7]1[CH:12]=[CH:11][C:10]([Br:13])=[CH:9][N:8]=1.[C:14]([O:18][C:19]([N:21]1[CH2:25][CH2:24][CH:23]([C:26](=[O:31])N(OC)C)[CH2:22]1)=[O:20])([CH3:17])([CH3:16])[CH3:15]>C1(C)C=CC=CC=1>[C:14]([O:18][C:19]([N:21]1[CH2:25][CH2:24][CH:23]([C:26]([C:7]2[CH:12]=[CH:11][C:10]([Br:13])=[CH:9][N:8]=2)=[O:31])[CH2:22]1)=[O:20])([CH3:17])([CH3:16])[CH3:15]. Procedure details: Add dropwise n-BuLi (3.2 mL, 5.1 mmol) to an suspension of 2,5-dibromopyridine (1.0 g, 4.2 mmol) in dry toluene (50 mL) at −80° C. under nitrogen. Allow the mixture to stir at −80° C. for 2 h. Slowly add a solution of 3-(methoxy-methyl-carbamoyl)-pyrrolidine-1-carboxylic acid tert-butyl ester (1.4 g, 5.5 mmol) in dry toluene (10 mL). Allow the reaction mixture to stir for 1 h at −78° C., then warm to −10° C. Quench the mixture with saturated NH4Cl (1 mL) and warm to RT. Separate the organic laye... Starting materials: [Li].C[Si](C)(C)N[Si](C)(C)C (lithium HMDS), C(C)(=O)OCC (ethyl acetate), CDI, C(C)(C)(C)OC(=O)N1CC(CCC1C(=O)OC(C)(C)C)C(=O)O (1,6-bis(tert-butoxycarbonyl)piperidine-3-carboxylic acid), N,N′-carbonyldiimidazole. The solvent is C1CCOC1 (THF), C1CCOC1 (THF). Conditions: temperature -78 celsius, time 1 hour. Product: C(C)OC(CC(=O)C1CCC(N(C1)C(=O)OC(C)(C)C)C(=O)OC(C)(C)C)=O (Di-tert-butyl 5-(3-ethoxy-3-oxopropanoyl)piperidine-1,2-dicarboxylate). Reaction SMILES: [C:1]([O:5][C:6]([N:8]1[CH:13]([C:14]([O:16][C:17]([CH3:20])([CH3:19])[CH3:18])=[O:15])[CH2:12][CH2:11][CH:10]([C:21](O)=[O:22])[CH2:9]1)=[O:7])([CH3:4])([CH3:3])[CH3:2].[Li].C[Si](N[Si](C)(C)C)(C)C.[C:34]([O:37][CH2:38][CH3:39])(=[O:36])[CH3:35]>C1COCC1>[CH2:38]([O:37][C:34](=[O:36])[CH2:35][C:21]([CH:10]1[CH2:9][N:8]([C:6]([O:5][C:1]([CH3:4])([CH3:2])[CH3:3])=[O:7])[CH:13]([C:14]([O:16][C:17]([CH3:20])([CH3:19])[CH3:18])=[O:15])[CH2:12][CH2:11]1)=[O:22])[CH3:39] |f:1.2,^1:23|. Procedure: 1,6-bis(tert-butoxycarbonyl)piperidine-3-carboxylic acid (41.4 mmol, 13.6 g) and N,N′-carbonyldiimidazole (CDI) (51.75 mmol, 8.4 g) in anhydrous THF (140 mL) were stirred 16 h at room temperature under argon. In a separate, sealed and argon-flushed flask, lithium HMDS (1.0 M in THF, 86.9 mmol) is added to 80 mL anhydrous THF stirring at −78° C. To this solution is added dropwise anhydrous ethyl acetate (89 mmol, 8.69 mL). This solution is allowed to stir at −78° C. for 1 hour prior to the dropwi... Starting materials: C(=O)C1=NC=C(C(=O)OC)C=C1 (methyl 6-formylnicotinate), C(C(C)C)[Mg]Br (isobutylmagnesium bromide), C(C(C)C)[Mg]Br (isobutylmagnesium bromide). The solvent is O1CCCC1 (tetrahydrofuran). Run at temperature -10 celsius, time 2 hour. Product: OC(CC(C)C)C1=NC=C(C(=O)OC)C=C1 (methyl 6-(1-hydroxy-3-methylbutyl)nicotinate). RXN SMILES: [CH:1]([C:3]1[CH:12]=[CH:11][C:6]([C:7]([O:9][CH3:10])=[O:8])=[CH:5][N:4]=1)=[O:2].[CH2:13]([Mg]Br)[CH:14]([CH3:16])[CH3:15]>O1CCCC1>[OH:2][CH:1]([C:3]1[CH:12]=[CH:11][C:6]([C:7]([O:9][CH3:10])=[O:8])=[CH:5][N:4]=1)[CH2:13][CH:14]([CH3:16])[CH3:15]. Reported procedure: To a −10° C. solution of methyl 6-formylnicotinate (800 mg, 4.8 mmol) in tetrahydrofuran was added isobutylmagnesium bromide (3.6 mL, 7.2 mmol, 2.0M in THF). The resulting mixture was stirred at −10° C. After 2 hours, additional isobutylmagnesium bromide (2.4 mL, 4.8 mmol) was added and the reaction was stirred at −10° C. for another 2 hours. The reaction was quenched with water and extracted with ethyl acetate. The organic layer was dried over sodium sulfate, filtered and concentrated to a brow... Starting materials: NOS(=O)(=O)O (hydroxylamine-O-sulphonic acid), FC=1C=C(C=CC1F)N1N=CC(=C(C1=O)OCC(C)(C)O)C1=CC=C(C=C1)S(=O)(=O)C (2-(3,4-difluorophenyl)-4-(2-hydroxy-2-methyl-1-propoxy)-5-[4-(methylsulfonyl)phenyl]-3(2H)-pyridazinone), di-t-butylazodicarboxylate, solution, C[Si](C)(C)[N-][Si](C)(C)C.[Na+] (NaHMDS), [OH-].[Na+] (NaOH), O.O.O.C(C)(=O)[O-].[Na+] (Sodium acetate trihydrate). The solvent is O (H2O), C1CCOC1 (THF), C1CCOC1 (THF). Conditions: temperature -78 celsius, time 45 minute. The product is FC=1C=C(C=CC1F)N1N=CC(=C(C1=O)OCC(C)(C)O)C1=CC=C(C=C1)S(=O)(=O)N (2-(3,4-Difluorophenyl)-4-(2-hydroxy-2-methyl-1-propoxy)-5-[4-(aminosulfonyl)phenyl]-3(2H)-pyridazinone). Yield: 17.9%. As a reaction SMILES: [F:1][C:2]1[CH:3]=[C:4]([N:9]2[C:14](=[O:15])[C:13]([O:16][CH2:17][C:18]([OH:21])([CH3:20])[CH3:19])=[C:12]([C:22]3[CH:27]=[CH:26][C:25]([S:28](C)(=[O:30])=[O:29])=[CH:24][CH:23]=3)[CH:11]=[N:10]2)[CH:5]=[CH:6][C:7]=1[F:8].C[Si]([N-:36][Si](C)(C)C)(C)C.[Na+].[OH-].[Na+].O.O.O.C([O-])(=O)C.[Na+].NOS(O)(=O)=O>C1COCC1.O>[F:1][C:2]1[CH:3]=[C:4]([N:9]2[C:14](=[O:15])[C:13]([O:16][CH2:17][C:18]([OH:21])([CH3:20])[CH3:19])=[C:12]([C:22]3[CH:27]=[CH:26][C:25]([S:28]([NH2:36])(=[O:30])=[O:29])=[CH:24][CH:23]=3)[CH:11]=[N:10]2)[CH:5]=[CH:6][C:7]=1[F:8] |f:1.2,3.4,5.6.7.8.9|. Reported procedure: To a solution of 2-(3,4-difluorophenyl)-4-(2-hydroxy-2-methyl-1-propoxy)-5-[4-(methylsulfonyl)phenyl]-3(2H)-pyridazinone (139 mg, 0.309 mmol) and di-t-butylazodicarboxylate (71.2 mg, 0.309 mmol) in THF (25 mL) at −78° C. was added dropwise a 1M solution of NaHMDS (0.93 mL, 0.928 mmol) in THF. After addition the reaction was stirred another 45 min at −78° C. (or until TLC indicated a disappearance of starting material) and then was treated with 1N NaOH (20 mL). The reaction mixture was stirred at... The reactants are FC1=C(CN2C=C(C=3C2=CN=C(C3)C(=O)O)CN(C)C)C=CC(=C1)F (1-(2,4-Difluorobenzyl)-3-dimethylaminomethyl-1H-pyrrolo[2,3-c]pyridine-5-carboxylic acid), C(C1=CC=CC=C1)OCC1=CN(C2=CN=C(C=C21)C(=O)NO)CC2=C(C=C(C=C2)F)F (3-Benzyloxymethyl-1-(2,4-difluorobenzyl)-N-hydroxy-1H-pyrrolo[2,3-c]pyridine-5-carboxamide), 1-(2,4-difluorobenzyl)-3- dimethylaminomethyl-1H-pyrrol (DMSO-d6)δ. Product: FC1=C(CN2C=C(C=3C2=CN=C(C3)C(=O)N(C)O)CN(C)C)C=CC(=C1)F (1-(2,4-Difluorobenzyl)-3-dimethylaminomethyl-N-hydroxy-N-methyl-1H-pyrrolo[2,3-c]pyridine-5-carboxamide). Reaction SMILES: [F:1][C:2]1[CH:24]=[C:23]([F:25])[CH:22]=[CH:21][C:3]=1[CH2:4][N:5]1[C:9]2=[CH:10][N:11]=[C:12]([C:14](O)=[O:15])[CH:13]=[C:8]2[C:7]([CH2:17][N:18]([CH3:20])[CH3:19])=[CH:6]1.C(OCC1C2C(=CN=C([C:44]([NH:46][OH:47])=O)C=2)N(CC2C=CC(F)=CC=2F)C=1)C1C=CC=CC=1>>[F:1][C:2]1[CH:24]=[C:23]([F:25])[CH:22]=[CH:21][C:3]=1[CH2:4][N:5]1[C:9]2=[CH:10][N:11]=[C:12]([C:14]([N:46]([OH:47])[CH3:44])=[O:15])[CH:13]=[C:8]2[C:7]([CH2:17][N:18]([CH3:20])[CH3:19])=[CH:6]1. Procedure details: 1-(2,4-Difluorobenzyl)-3-dimethylaminomethyl-1H-pyrrolo[2,3-c]pyridine-5-carboxylic acid. The title compound was prepared by hydrolysis of ethyl 1-(2,4-difluorobenzyl)-3-dimethylaminomethyl-1H-pyrrolo[2,3]-ccarboxylate in a manner similar to step (b) of example 1. 1H NMR (DMSO-d6) δ: 8.91 (s, 1H), 8.43 (s, 1H), 7.74 (s, 1H), 7.29-7.37 (m, 2H), 7.04-7.10 (m, 1H), 5.62 (s, 2H), 3.70 (s, 2H), 2.22 (s, 6H). LCMS (API-ES, M+H+): 346.3. (b) 1-(2,4-Difluorobenzyl)-3-dimethylaminomethyl-N-hydroxy-N-meth... The reactants are C[O-].[Na+] (sodium methoxide), C(C)(=O)C=1C=C2C(=NC1C)C=1N(C2=O)C(C(N1)(C(C)C)C)=O (7-acetyl-2,8-dimethyl-2-isopropyl-5H-imidazo[1',2':1,2]pyrrolo[3,4-b]pyridine-3(2H),5-dione), C(C)(=O)O (acetic acid). The solvent is CO (methanol). Yields the product C(C)(=O)C=1C(=NC(=C(C(=O)OC)C1)C=1NC(C(N1)(C)C(C)C)=O)C (methyl 5-acetyl-2-(4-isopropyl-4-methyl-5-oxo-2-imidazolin-2-yl)-6-methylnicotinate). Reaction SMILES: [C:1]([C:4]1[CH:5]=C2C(=O)[N:12]3[C:15](=[O:22])[C:16]([CH3:21])([CH:18]([CH3:20])[CH3:19])[N:17]=[C:11]3[C:7]2=[N:8][C:9]=1[CH3:10])(=[O:3])[CH3:2].[CH3:23][O-].[Na+].[C:26]([OH:29])(=[O:28])[CH3:27]>CO>[C:1]([C:4]1[C:9]([CH3:10])=[N:8][C:7]([C:11]2[NH:12][C:15](=[O:22])[C:16]([CH:18]([CH3:19])[CH3:20])([CH3:21])[N:17]=2)=[C:27]([CH:5]=1)[C:26]([O:29][CH3:23])=[O:28])(=[O:3])[CH3:2] |f:1.2|. Procedure details: A solution of 0.68 g of 7-acetyl-2,8-dimethyl-2-isopropyl-5H-imidazo[1',2':1,2]pyrrolo[3,4-b]pyridine-3(2H),5-dione in 50 mL methanol is stirred at 5° and 0.06 g of sodium methoxide is added. The reaction is stirred and allowed to warm to room temperature over 3 hours, at which point it is acidified with acetic acid and concentrated in vacuo. The residue is dissolved in methylene chloride, washed with water, dried and concentrated in vacuo to afford the desired product. Recrystallization from me...